Dataset: the Open Reaction Database (ORD), a public repository of structured organic reaction records. Task: describe an organic reaction: reactants, conditions, products, and yield The reactants are CN([C@H]1CNCC1)C ((3R)—N,N-Dimethylpyrrolidin-3-amine), CCN(C(C)C)C(C)C (DIPEA), FC1=CC(=C(C=C1[N+](=O)[O-])NC1=NC=CC(=N1)C=1C=NN2C1CCCC2)OC (N-(4-fluoro-2-methoxy-5-nitrophenyl)-4-(4,5,6,7-tetrahydropyrazolo[1,5-a]pyridin-3-yl)pyrimidin-2-amine), FC1=CC(=C(C=C1[N+](=O)[O-])NC1=NC=CC(=N1)C=1C=NN2C1CCCC2)OC (N-(4-fluoro-2-methoxy-5-nitrophenyl)-4-(4,5,6,7-tetrahydropyrazolo[1,5-a]pyridin-3-yl)pyrimidin-2-amine). The solvent is CC(=O)N(C)C (DMA). Reaction conditions: temperature 140 celsius. Yields the product CN([C@H]1CN(CC1)C1=CC(=C(C=C1[N+](=O)[O-])NC1=NC=CC(=N1)C=1C=NN2C1CCCC2)OC)C (N-{4-[(3R)-3-Dimethylaminopyrrolidin-1-yl]-2-methoxy-5-nitrophenyl}-4-(4,5,6,7-tetrahydropyrazolo[1,5-a]pyridin-3-yl)pyrimidin-2-amine). Isolated yield 79.2%. Reaction SMILES: [CH3:1][N:2]([CH3:8])[C@@H:3]1[CH2:7][CH2:6][NH:5][CH2:4]1.F[C:10]1[C:15]([N+:16]([O-:18])=[O:17])=[CH:14][C:13]([NH:19][C:20]2[N:25]=[C:24]([C:26]3[CH:27]=[N:28][N:29]4[CH2:34][CH2:33][CH2:32][CH2:31][C:30]=34)[CH:23]=[CH:22][N:21]=2)=[C:12]([O:35][CH3:36])[CH:11]=1.CCN(C(C)C)C(C)C>CC(N(C)C)=O>[CH3:1][N:2]([CH3:8])[C@@H:3]1[CH2:7][CH2:6][N:5]([C:10]2[C:15]([N+:16]([O-:18])=[O:17])=[CH:14][C:13]([NH:19][C:20]3[N:25]=[C:24]([C:26]4[CH:27]=[N:28][N:29]5[CH2:34][CH2:33][CH2:32][CH2:31][C:30]=45)[CH:23]=[CH:22][N:21]=3)=[C:12]([O:35][CH3:36])[CH:11]=2)[CH2:4]1. Procedure: (3R)—N,N-Dimethylpyrrolidin-3-amine (64 mg, 0.56 mmol), N-(4-fluoro-2-methoxy-5-nitrophenyl)-4-(4,5,6,7-tetrahydropyrazolo[1,5-a]pyridin-3-yl)pyrimidin-2-amine (Intermediate 127, 267 mg, 0.53 mmol) and DIPEA (0.186 mL, 1.07 mmol) were suspended in DMA (2 mL), sealed into a microwave tube and then heated to 140° C. for 1 h in a microwave reactor. After cooling to r.t. the mixture was part-purified by ion exchange chromatography, using an SCX column. The column was first washed with CH3OH and then... The reactants are O=C([O-])O, CN1CCNCC1, Clc1nc2cccc3c2n1CCC3, [Na+], O. Yields the product CN1CCN(c2nc3cccc4c3n2CCC4)CC1. As a reaction SMILES: [C:21](=[O:22])([OH:23])[O-:24].[CH3:14][N:15]1[CH2:16][CH2:17][NH:18][CH2:19][CH2:20]1.[Cl:1][c:2]1[n:3][c:4]2[cH:5][cH:6][cH:7][c:8]3[c:13]2[n:12]1[CH2:11][CH2:10][CH2:9]3.[Na+:25].[OH2:26]>>[c:2]1([N:18]2[CH2:17][CH2:16][N:15]([CH3:14])[CH2:20][CH2:19]2)[n:3][c:4]2[cH:5][cH:6][cH:7][c:8]3[c:13]2[n:12]1[CH2:11][CH2:10][CH2:9]3. Reactants: C1(CCCCC1)NS(=O)(=O)C1=CC=C(C2=CC=CC=C12)CBr (4-Bromomethyl-naphthalene-1-sulfonic acid cyclohexylamide), C1(C=2C(C(N1)=O)=CC=CC2)=O.[K] (potassium phthalimide), resultant solution. The solvent is CN(C)C=O (DMF). Conditions: temperature 100 celsius. Product: C1(CCCCC1)NS(=O)(=O)C1=CC=C(C2=CC=CC=C12)CN1C(C2=CC=CC=C2C1=O)=O (4-(1,3-Dioxo-1,3-dihydro-isoindol-2-ylmethyl)-naphthalene-1-sulfonic acid cyclohexylamide). The yield is 36.0%. RXN SMILES: [CH:1]1([NH:7][S:8]([C:11]2[C:20]3[C:15](=[CH:16][CH:17]=[CH:18][CH:19]=3)[C:14]([CH2:21]Br)=[CH:13][CH:12]=2)(=[O:10])=[O:9])[CH2:6][CH2:5][CH2:4][CH2:3][CH2:2]1.[C:23]1(=[O:33])[NH:27][C:26](=[O:28])[C:25]2=[CH:29][CH:30]=[CH:31][CH:32]=[C:24]12.[K]>CN(C=O)C>[CH:1]1([NH:7][S:8]([C:11]2[C:20]3[C:15](=[CH:16][CH:17]=[CH:18][CH:19]=3)[C:14]([CH2:21][N:27]3[C:23](=[O:33])[C:24]4[C:25](=[CH:29][CH:30]=[CH:31][CH:32]=4)[C:26]3=[O:28])=[CH:13][CH:12]=2)(=[O:10])=[O:9])[CH2:6][CH2:5][CH2:4][CH2:3][CH2:2]1 |f:1.2,^1:33|. Procedure: To a solution of 4-bromomethyl-naphthalene-1-sulfonic acid cyclohexylamide 41 (150 mg, 0.39 mmol) in DMF (5 mL) was added potassium phthalimide (109 mg, 0.58 mmol). The resultant solution was stirred at room temperature and then heated to 100° C. for 3 hr. The reaction was quenched with water and extracted with CH2Cl2. The organic layers were dried and concentrated in vacuo. HPLC purification of the residue gave the title compound (G-4) (63 mg) as white foam. 1H NMR (300 MHz, MeOD) δ 8.67 (d, 1H... The reactants are OC1(CC(=O)OC(C1Br)CCC1=CC=C(C=C1)OCC1=CC=C(C=C1)F)C (3-hydroxy-3-methyl-4-bromo-7-[p-(p-fluorobenzyloxy)phenyl]-5-heptanolide), C(CCC)[SnH](CCCC)CCCC (tri-n-butyltin hydride), Example 2 ( a ). The solvent is O1CCCC1 (tetrahydrofuran). Yields the product OC1(CC(=O)OC(C1)CCC1=CC=C(C=C1)OCC1=CC=C(C=C1)F)C (3-Hydroxy-3-methyl-7-[p-(p-fluorobenzyloxy)phenyl]-5-heptanolide). The yield is 60.4%. Reaction SMILES: [OH:1][C:2]1([CH3:27])[CH:8](Br)[CH:7]([CH2:10][CH2:11][C:12]2[CH:17]=[CH:16][C:15]([O:18][CH2:19][C:20]3[CH:25]=[CH:24][C:23]([F:26])=[CH:22][CH:21]=3)=[CH:14][CH:13]=2)[O:6][C:4](=[O:5])[CH2:3]1.C([SnH](CCCC)CCCC)CCC>O1CCCC1>[OH:1][C:2]1([CH3:27])[CH2:8][CH:7]([CH2:10][CH2:11][C:12]2[CH:13]=[CH:14][C:15]([O:18][CH2:19][C:20]3[CH:21]=[CH:22][C:23]([F:26])=[CH:24][CH:25]=3)=[CH:16][CH:17]=2)[O:6][C:4](=[O:5])[CH2:3]1. Reported procedure: The product obtained by reducing 200 mg of 3-hydroxy-3-methyl-4-bromo-7-[p-(p-fluorobenzyloxy)phenyl]-5-heptanolide with 400 mg of tri-n-butyltin hydride in 2 ml of anhydrous tetrahydrofuran according to the method described in Example 2 (a), was recrystallized from a mixture of acetone and n-hexane (1:5) to give 99 mg of the desired compound melting at 143.5°-144.5° C. The reactants are O=C(Cl)c1cccnc1, O=c1[nH]c(=O)n(C2CC(OCc3ccccc3)C(CO)O2)cc1F, c1ccncc1. Product: O=C(OCC1OC(n2cc(F)c(=O)[nH]c2=O)CC1OCc1ccccc1)c1cccnc1. Reaction SMILES: [C:1]([c:2]1[cH:3][n:4][cH:5][cH:6][cH:7]1)(=[O:8])[Cl:9].[CH2:10]([c:11]1[cH:12][cH:13][cH:14][cH:15][cH:16]1)[O:17][CH:18]1[CH2:19][CH:20]([n:25]2[c:26](=[O:27])[nH:28][c:29](=[O:30])[c:31]([F:33])[cH:32]2)[O:21][CH:22]1[CH2:23][OH:24].[cH:34]1[cH:35][cH:36][n:37][cH:38][cH:39]1>>[C:1]([c:2]1[cH:3][n:4][cH:5][cH:6][cH:7]1)(=[O:8])[O:24][CH2:23][CH:22]1[CH:18]([O:17][CH2:10][c:11]2[cH:12][cH:13][cH:14][cH:15][cH:16]2)[CH2:19][CH:20]([n:25]2[c:26](=[O:27])[nH:28][c:29](=[O:30])[c:31]([F:33])[cH:32]2)[O:21]1. Starting materials: CS(=O)(=O)Cl (methanesulfonyl chloride), C(C)N(C(C)C)C(C)C (N-ethyl-diisopropylamine), C(C)OC=1C=C(CN2CCC(CC2)NC(C2=CC(=CC(=C2)OC)O)=O)C=C(C1F)OCC (N-[1-(3,5-Diethoxy-4-fluoro-benzyl)-piperidin-4-yl]-3-hydroxy-5-methoxy-benzamide). Run in C(Cl)Cl (CH2Cl2). Yields the product C(C)OC=1C=C(CN2CCC(CC2)NC(=O)C=2C=C(C=C(C2)OC)OS(=O)(=O)C)C=C(C1F)OCC (Methanesulfonic acid 3-[1-(3,5-diethoxy-4-fluoro-benzyl)-piperidin-4-ylcarbamoyl]-5-methoxy-phenyl ester). Reaction SMILES: [CH2:1]([O:3][C:4]1[CH:5]=[C:6]([CH:26]=[C:27]([O:30][CH2:31][CH3:32])[C:28]=1[F:29])[CH2:7][N:8]1[CH2:13][CH2:12][CH:11]([NH:14][C:15](=[O:25])[C:16]2[CH:21]=[C:20]([O:22][CH3:23])[CH:19]=[C:18]([OH:24])[CH:17]=2)[CH2:10][CH2:9]1)[CH3:2].[CH3:33][S:34](Cl)(=[O:36])=[O:35].C(N(C(C)C)C(C)C)C>C(Cl)Cl>[CH2:31]([O:30][C:27]1[CH:26]=[C:6]([CH:5]=[C:4]([O:3][CH2:1][CH3:2])[C:28]=1[F:29])[CH2:7][N:8]1[CH2:13][CH2:12][CH:11]([NH:14][C:15]([C:16]2[CH:17]=[C:18]([O:24][S:34]([CH3:33])(=[O:36])=[O:35])[CH:19]=[C:20]([O:22][CH3:23])[CH:21]=2)=[O:25])[CH2:10][CH2:9]1)[CH3:32]. Reported procedure: In analogy to the procedure described in example 72a), N-[1-(3,5-diethoxy-4-fluoro-benzyl)-piperidin-4-yl]-3-hydroxy-5-methoxy-benzamide (example 257) was reacted with methanesulfonyl chloride, N-ethyl-diisopropylamine in CH2Cl2 at rt to yield the title compound as colorless solid. MS: 525.2 (MH+). Reactants: BrC=1C=C2C(N(C(=NC2=CC1)CC)C)=O (6-bromo-2-ethyl-3-methyl-3H-quinazolin-4-one), [C-]#N.[K+] (KCN). Reagents/catalysts: C=1C=CC(=CC1)[P](C=2C=CC=CC2)(C=3C=CC=CC3)[Pd]([P](C=4C=CC=CC4)(C=5C=CC=CC5)C=6C=CC=CC6)([P](C=7C=CC=CC7)(C=8C=CC=CC8)C=9C=CC=CC9)[P](C=1C=CC=CC1)(C=1C=CC=CC1)C=1C=CC=CC1 (Pd (PPh3)4), [Cu]I (CuI). The product is C(C)C1=NC2=CC=C(C=C2C(N1C)=O)C#N (2-Ethyl-3-methyl-4-oxo-3,4-dihydro-quinazoline-6-carbonitrile). Isolated yield 41.7%. As a reaction SMILES: Br[C:2]1[CH:3]=[C:4]2[C:9](=[CH:10][CH:11]=1)[N:8]=[C:7]([CH2:12][CH3:13])[N:6]([CH3:14])[C:5]2=[O:15].[C-:16]#[N:17].[K+]>C1C=CC([P]([Pd]([P](C2C=CC=CC=2)(C2C=CC=CC=2)C2C=CC=CC=2)([P](C2C=CC=CC=2)(C2C=CC=CC=2)C2C=CC=CC=2)[P](C2C=CC=CC=2)(C2C=CC=CC=2)C2C=CC=CC=2)(C2C=CC=CC=2)C2C=CC=CC=2)=CC=1.[Cu]I>[CH2:12]([C:7]1[N:6]([CH3:14])[C:5](=[O:15])[C:4]2[C:9](=[CH:10][CH:11]=[C:2]([C:16]#[N:17])[CH:3]=2)[N:8]=1)[CH3:13] |f:1.2,^1:22,24,43,62|. Reported procedure: The substrate of 6-bromo-2-ethyl-3-methyl-3H-quinazolin-4-one (50.0 mg, 0.189 mmol), KCN (23.1 mg, 0.37 mmol), Pd (PPh3)4 (10.0 mg, 0.0094 mmol), and CuI (3.6 mg, 0.019 mmol) was added to a flask, which was flushed with N2. The solvent acetonitrile (2 ml) was added via syringe. The resulting mixture was irradiated at 170° C. for 2 hours in the SmithSynthesizer Microwave Reactor (Personal Chemistry) with vigorous agitation by a magnetic stirrer. The mixture was cooled to room temperature, diluted...